Dataset: the Open Reaction Database (ORD), a public repository of structured organic reaction records. Task: describe an organic reaction: reactants, conditions, products, and yield Starting materials: COC1=CC=C(C=C1)N=C=O (4-methoxyphenyl isocyanate), NCC1=C2N=C(C(=NC2=CC(=C1)[N+](=O)[O-])OC)OC (5-aminomethyl-2,3-dimethoxy-7-nitro-quinoxaline). The solvent is COC(C)(C)C (tert-butyl methyl ether). Conditions: time 3 hour. Yields the product COC1=NC2=CC(=CC(=C2N=C1OC)CNC(=O)NC1=CC=C(C=C1)OC)[N+](=O)[O-] (N-(2,3-Dimethoxy-7-nitro-quinoxalin-5-ylmethyl)-3-(4-methoxyphenyl)-urea). As a reaction SMILES: [CH3:1][O:2][C:3]1[CH:8]=[CH:7][C:6]([N:9]=[C:10]=[O:11])=[CH:5][CH:4]=1.[NH2:12][CH2:13][C:14]1[CH:23]=[C:22]([N+:24]([O-:26])=[O:25])[CH:21]=[C:20]2[C:15]=1[N:16]=[C:17]([O:29][CH3:30])[C:18]([O:27][CH3:28])=[N:19]2>COC(C)(C)C>[CH3:28][O:27][C:18]1[C:17]([O:29][CH3:30])=[N:16][C:15]2[C:20](=[CH:21][C:22]([N+:24]([O-:26])=[O:25])=[CH:23][C:14]=2[CH2:13][NH:12][C:10]([NH:9][C:6]2[CH:5]=[CH:4][C:3]([O:2][CH3:1])=[CH:8][CH:7]=2)=[O:11])[N:19]=1. Procedure: 62 mg (0.416 mmol) of 4-methoxyphenyl isocyanate are added at room temperature to a suspension of 100 mg (0.379 mmol) of 5-aminomethyl-2,3-dimethoxy-7-nitro-quinoxaline in 2 ml of tert-butyl methyl ether, and the mixture is stirred for 3 hours. The suspension is then filtered off, and the filter residue is washed with tert-butyl methyl ether and dried under a high vacuum. The title compound is obtained in the form of a beige solid.